Dataset: the Open Reaction Database (ORD), a public repository of structured organic reaction records. Task: describe an organic reaction: reactants, conditions, products, and yield Starting materials: CC(=O)NCC1CN(c2ccc(-c3ccc(C4=NOC(CO[Si](C)(C)C(C)(C)C)C4)cc3F)c(F)c2)C(=O)O1, CCCC[N+](CCCC)(CCCC)CCCC, ClCCl, [F-], C1CCOC1, O. The product is CC(=O)NCC1CN(c2ccc(-c3ccc(C4=NOC(CO)C4)cc3F)c(F)c2)C(=O)O1. As a reaction SMILES: [C:1]([Si:2]([CH3:3])([CH3:4])[O:6][CH2:7][CH:8]1[CH2:9][C:10]([c:13]2[cH:14][c:15]([F:37])[c:16](-[c:19]3[c:20]([F:36])[cH:21][c:22]([N:25]4[C:26](=[O:35])[O:27][CH:28]([CH2:30][NH:31][C:32]([CH3:33])=[O:34])[CH2:29]4)[cH:23][cH:24]3)[cH:17][cH:18]2)=[N:11][O:12]1)([CH3:5])([CH3:38])[CH3:39].[CH3:41][CH2:42][CH2:43][CH2:44][N+:45]([CH2:46][CH2:47][CH2:48][CH3:49])([CH2:50][CH2:51][CH2:52][CH3:53])[CH2:54][CH2:55][CH2:56][CH3:57].[Cl:64][CH2:65][Cl:66].[F-:40].[O:58]1[CH2:59][CH2:60][CH2:61][CH2:62]1.[OH2:63]>>[OH:6][CH2:7][CH:8]1[CH2:9][C:10]([c:13]2[cH:14][c:15]([F:37])[c:16](-[c:19]3[c:20]([F:36])[cH:21][c:22]([N:25]4[C:26](=[O:35])[O:27][CH:28]([CH2:30][NH:31][C:32]([CH3:33])=[O:34])[CH2:29]4)[cH:23][cH:24]3)[cH:17][cH:18]2)=[N:11][O:12]1. The reactants are CC(=O)C1=CC(=CC(=C1)[N+](=O)[O-])[N+](=O)[O-] (3,5-Dinitroacetophenone). The reagents and catalysts are [Pd] (Pd/C). The solvent is CO (methanol). Product: NC1=CC(=CC(=C1)C(C)O)N (1,3-Diamino-5-(1-hydroxyethyl)benzene). RXN SMILES: [CH3:1][C:2]([C:4]1[CH:9]=[C:8]([N+:10]([O-])=O)[CH:7]=[C:6]([N+:13]([O-])=O)[CH:5]=1)=[O:3]>CO.[Pd]>[NH2:10][C:8]1[CH:9]=[C:4]([CH:2]([OH:3])[CH3:1])[CH:5]=[C:6]([NH2:13])[CH:7]=1. Procedure: 3,5-Dinitroacetophenone (2.02 g, 9.5 mmol) which had been prepared according to the literature procedure (Y. Nagase et al., Macromol. Chem. Rapid Comm. (1990) 11, 185-191) was dissolved in methanol (100 ml) and hydrogenated at 60 psi using a Pd/C catalyst (5%, 100 mg). The catalyst was filtered off and the solvent was removed by evaporation. The product was used without purification in the next step. Yield: 1.22 g (84%). Reactants: COC1(CCC2(OCCO2)CC1)COC (8-Methoxy-8-(methoxymethyl)-1,4-dioxaspiro[4.5]decane), O.C1(=CC=C(C=C1)S(=O)(=O)O)C (4-toluenesulphonic acid monohydrate). Solvent: CC(=O)C (acetone), O (water). Conditions: time 2 day. The product is COC1(CCC(CC1)=O)COC (4-Methoxy-4-(methoxymethyl)cyclohexanone). RXN SMILES: [CH3:1][O:2][C:3]1([CH2:13][O:14][CH3:15])[CH2:12][CH2:11][C:6]2(OCC[O:7]2)[CH2:5][CH2:4]1.O.C1(C)C=CC(S(O)(=O)=O)=CC=1>CC(C)=O.O>[CH3:1][O:2][C:3]1([CH2:13][O:14][CH3:15])[CH2:4][CH2:5][C:6](=[O:7])[CH2:11][CH2:12]1 |f:1.2|. Procedure details: 13.3 g (61.5 mmol) of the compound from Example 10A were dissolved in 200 ml of acetone and 100 ml of water, 1.87 g (9.84 mmol) of 4-toluenesulphonic acid monohydrate were added and the mixture was stirred at room temperature for two days. The acetone was then distilled off, the aqueous residue was neutralized by addition of sodium bicarbonate and 23.2 g of sodium chloride were added. The mixture was extracted repeatedly with ethyl acetate and the combined organic phases were washed with saturat...